Dataset: the Open Reaction Database (ORD), a public repository of structured organic reaction records. Task: describe an organic reaction: reactants, conditions, products, and yield Starting materials: S(=O)(=O)(O)C1=CC=C(C=C1)NC(NN)=S (4-(4-sulfophenyl)-3-thiosemicarbazide), [Na] (sodium), OC1=C(C2=CC=CC=C2C=C1)C=O (2-hydroxy-1-naphthaldehyde). Product: OC1=C(C2=CC=CC=C2C=C1)C=NNC(=S)NC1=CC=C(C=C1)S(=O)(=O)O (1-[(2-hydroxynaphth-1-yl)methylidene]-4-(4-sulfophenyl)-3-thiosemicarbazide). Isolated yield 23.0%. RXN SMILES: [S:1]([C:5]1[CH:10]=[CH:9][C:8]([NH:11][C:12](=[S:15])[NH:13][NH2:14])=[CH:7][CH:6]=1)([OH:4])(=[O:3])=[O:2].[Na].[OH:17][C:18]1[CH:27]=[CH:26][C:25]2[C:20](=[CH:21][CH:22]=[CH:23][CH:24]=2)[C:19]=1[CH:28]=O>>[OH:17][C:18]1[CH:27]=[CH:26][C:25]2[C:20](=[CH:21][CH:22]=[CH:23][CH:24]=2)[C:19]=1[CH:28]=[N:14][NH:13][C:12]([NH:11][C:8]1[CH:7]=[CH:6][C:5]([S:1]([OH:4])(=[O:2])=[O:3])=[CH:10][CH:9]=1)=[S:15] |^1:15|. Procedure details: The procedure described in example 4 was followed here, using 4-(4-sulfophenyl)-3-thiosemicarbazide, sodium salt in place of 4-(naphth-1-yl)thiosemicarbazide and 2-hydroxy-1-naphthaldehyde in place of 2,4,6-trihydroxybenzaldehyde to give the title compound (23%) as a solid. MS (ES−) m/e 400 [M−H]−. Reactants: C(=O)C1=CSC=C1 (3-formylthiophene), [N+](=O)([O-])CC (nitroethane), C(CCC)N (butylamine), C(C)(=O)O (acetic acid). Conditions: temperature 80 celsius. Product: [N+](=O)([O-])C(=CC=1SC=CC1)C (2-(2-Nitro-propenyl)-thiophene). RXN SMILES: C([C:3]1[CH:7]=[CH:6][S:5][CH:4]=1)=O.[N+:8]([CH2:11][CH3:12])([O-:10])=[O:9].[CH2:13](N)CCC.C(O)(=O)C>>[N+:8]([C:11]([CH3:13])=[CH:12][C:6]1[S:5][CH:4]=[CH:3][CH:7]=1)([O-:10])=[O:9]. Reported procedure: 5.0 g (44.6 mmol) 3-formylthiophene are dissolved together with 8.9 ml (124.8 mmol) nitroethane, 5.3 ml (53.5 mmol) butylamine in 25.1 ml glacial acetic acid (454.7 mmol) and heated to 80° C. After two hours the mixture is cooled and the precipitate formed is suction filtered and washed with copious amounts of water. The crude product thus obtained is dissolved in ethyl acetate, dried on sodium sulphate and evaporated down i. vac.